describe an organic reaction: reactants, conditions, products, and yield From a dataset of the Open Reaction Database (ORD), a public repository of structured organic reaction records. The reactants are Si-Thiol, ClC1=NC=C(C(=O)NC2=CC=C(C=C2)OC(F)(F)Cl)C=C1I (6-Chloro-N-(4-(chlorodifluoromethoxy)phenyl)-5-iodonicotinamide), C(C)(C)(C)OC(=O)N1C(=CC=C1C(N(C)C)=O)B(O)O ((1-(tert-butoxycarbonyl)-5-(dimethylcarbamoyl)-1H-pyrrol-2-yl)boronic acid), C(=O)([O-])[O-].[Na+].[Na+] (Na2CO3), O (water). Reagents/catalysts: C=1C=CC(=CC1)[P](C=2C=CC=CC2)(C=3C=CC=CC3)[Pd]([P](C=4C=CC=CC4)(C=5C=CC=CC5)C=6C=CC=CC6)([P](C=7C=CC=CC7)(C=8C=CC=CC8)C=9C=CC=CC9)[P](C=1C=CC=CC1)(C=1C=CC=CC1)C=1C=CC=CC1 (Pd(Ph3P)4). Run in COCCOC (DME). Reaction conditions: temperature 80 celsius, time 16 hour. Product: ClC1=NC=C(C(=O)NC2=CC=C(C=C2)OC(F)(F)Cl)C=C1C=1NC(=CC1)C(N(C)C)=O (6-Chloro-N-(4-(chlorodifluoromethoxy)phenyl)-5-(5-(dimethylcarbamoyl)-1H-pyrrol-2-yl)nicotinamide). RXN SMILES: [Cl:1][C:2]1[C:21](I)=[CH:20][C:5]([C:6]([NH:8][C:9]2[CH:14]=[CH:13][C:12]([O:15][C:16]([Cl:19])([F:18])[F:17])=[CH:11][CH:10]=2)=[O:7])=[CH:4][N:3]=1.C(OC([N:30]1[C:34]([C:35](=[O:39])[N:36]([CH3:38])[CH3:37])=[CH:33][CH:32]=[C:31]1B(O)O)=O)(C)(C)C.C([O-])([O-])=O.[Na+].[Na+].O>C1C=CC([P]([Pd]([P](C2C=CC=CC=2)(C2C=CC=CC=2)C2C=CC=CC=2)([P](C2C=CC=CC=2)(C2C=CC=CC=2)C2C=CC=CC=2)[P](C2C=CC=CC=2)(C2C=CC=CC=2)C2C=CC=CC=2)(C2C=CC=CC=2)C2C=CC=CC=2)=CC=1.COCCOC>[Cl:1][C:2]1[C:21]([C:31]2[NH:30][C:34]([C:35](=[O:39])[N:36]([CH3:38])[CH3:37])=[CH:33][CH:32]=2)=[CH:20][C:5]([C:6]([NH:8][C:9]2[CH:14]=[CH:13][C:12]([O:15][C:16]([Cl:19])([F:18])[F:17])=[CH:11][CH:10]=2)=[O:7])=[CH:4][N:3]=1 |f:2.3.4,^1:53,55,74,93|. Reported procedure: 6-Chloro-N-(4-(chlorodifluoromethoxy)phenyl)-5-iodonicotinamide (Stage 48.3, 257 mg, 0.560 mmol), (1-(tert-butoxycarbonyl)-5-(dimethylcarbamoyl)-1H-pyrrol-2-yl)boronic acid (Stage 73.2, 200 mg, 0.709 mmol), Pd(Ph3P)4 (64.7 mg, 0.056 mmol), Na2CO3 (237 mg, 2.240 mmol), water (560 μL) and DME (2.240 mL) were added to a MW vial, which was sealed, evacuated/purged with argon and stirred at 80° C. for 16 h. The RM was diluted with MeOH (1 mL)/DCM (2 mL), treated with Si-Thiol (194 mg, 0.280 mmol), fi...